From a dataset of the Open Reaction Database (ORD), a public repository of structured organic reaction records. describe an organic reaction: reactants, conditions, products, and yield Reactants: O=C([O-])[O-], COc1ccccc1B(O)O, CC(CNS(C)(=O)=O)c1ccc(Br)cc1, [K+], [K+], C1COCCO1, O, c1ccc(P(c2ccccc2)(c2ccccc2)[Pd](P(c2ccccc2)(c2ccccc2)c2ccccc2)(P(c2ccccc2)(c2ccccc2)c2ccccc2)P(c2ccccc2)(c2ccccc2)c2ccccc2)cc1. Yields the product COc1ccccc1-c1ccc(C(C)CNS(C)(=O)=O)cc1. Reaction SMILES: [C:27](=[O:28])([O-:29])[O-:30].[CH3:16][O:17][c:18]1[c:19]([B:24]([OH:25])[OH:26])[cH:20][cH:21][cH:22][cH:23]1.[CH3:1][S:2](=[O:3])(=[O:4])[NH:5][CH2:6][CH:7]([CH3:8])[c:9]1[cH:10][cH:11][c:12]([Br:15])[cH:13][cH:14]1.[K+:31].[K+:32].[O:33]1[CH2:34][CH2:35][O:36][CH2:37][CH2:38]1.[OH2:39].[cH:40]1[cH:41][cH:42][c:43]([P:44]([Pd:45]([P:46]([c:47]2[cH:48][cH:49][cH:50][cH:51][cH:52]2)([c:53]2[cH:54][cH:55][cH:56][cH:57][cH:58]2)[c:59]2[cH:60][cH:61][cH:62][cH:63][cH:64]2)([P:65]([c:66]2[cH:67][cH:68][cH:69][cH:70][cH:71]2)([c:72]2[cH:73][cH:74][cH:75][cH:76][cH:77]2)[c:78]2[cH:79][cH:80][cH:81][cH:82][cH:83]2)[P:84]([c:85]2[cH:86][cH:87][cH:88][cH:89][cH:90]2)([c:91]2[cH:92][cH:93][cH:94][cH:95][cH:96]2)[c:97]2[cH:98][cH:99][cH:100][cH:101][cH:102]2)([c:103]2[cH:104][cH:105][cH:106][cH:107][cH:108]2)[c:109]2[cH:110][cH:111][cH:112][cH:113][cH:114]2)[cH:115][cH:116]1>>[CH3:1][S:2](=[O:3])(=[O:4])[NH:5][CH2:6][CH:7]([CH3:8])[c:9]1[cH:10][cH:11][c:12](-[c:19]2[c:18]([O:17][CH3:16])[cH:23][cH:22][cH:21][cH:20]2)[cH:13][cH:14]1. Reactants: C(=C)C1=CC=C2C=NNC2=C1 (6-vinyl-1H-indazole). Reagents/catalysts: [Pd] (Pd on carbon). Solvent: CO (MeOH). Conditions: time 2.5 hour. Yields the product C(C)C1=CC=C2C=NNC2=C1 (6-ethyl-1H-indazole). Isolated yield 86.2%. RXN SMILES: [CH:1]([C:3]1[CH:11]=[C:10]2[C:6]([CH:7]=[N:8][NH:9]2)=[CH:5][CH:4]=1)=[CH2:2]>CO.[Pd]>[CH2:1]([C:3]1[CH:11]=[C:10]2[C:6]([CH:7]=[N:8][NH:9]2)=[CH:5][CH:4]=1)[CH3:2]. Procedure details: To a solution of 6-vinyl-1H-indazole (350 mg, 2.42 mmol) in MeOH (24 ml) was added 10% Pd on carbon (wet, 443 mg). The reaction mixture was stirred under an atmosphere of hydrogen (balloon) for 2.5 h then filtered over Celite, rinsing with EtOAc. The filtrate was concentrated to afford 305 mg (86%) of 6-ethyl-1H-indazole as a white semi-solid. 1H NMR (CDCl3, 300 MHz): δ (ppm) 8.04 (s, 1H), 7.67 (d, J=8.3 Hz, 1H), 7.32 (s, 1H), 7.06 (d, J=8.3 Hz, 1H), 2.80 (q, J=7.6 Hz, 2H), 1.31 (t, J=7.6 Hz, 3H... The reactants are [H-].[Al+3].[Li+].[H-].[H-].[H-] (lithium aluminum hydride), FC1=CC=C(OC(C(=O)OCC)C(=O)OCC)C=C1 (diethyl 2-(4-fluorophenoxy)propanedioate), O (H2O). The solvent is C1CCOC1 (THF). Reaction conditions: time 30 minute. Product: FC1=CC=C(OC(CO)CO)C=C1 (2-(4-Fluorophenoxy)propane-1,3-diol). Isolated yield 78.7%. As a reaction SMILES: [F:1][C:2]1[CH:19]=[CH:18][C:5]([O:6][CH:7]([C:13](OCC)=[O:14])[C:8](OCC)=[O:9])=[CH:4][CH:3]=1.[H-].[Al+3].[Li+].[H-].[H-].[H-].O>C1COCC1>[F:1][C:2]1[CH:3]=[CH:4][C:5]([O:6][CH:7]([CH2:13][OH:14])[CH2:8][OH:9])=[CH:18][CH:19]=1 |f:1.2.3.4.5.6|. Procedure: Dissolve diethyl 2-(4-fluorophenoxy)propanedioate (360 mg, 1.33 mmol) in THF (10 mL); slowly add lithium aluminum hydride (1.0 M in THF; 3.6 mL, 3.6 mmol); and stir at ambient temperature for 30 minutes. Quench reaction via the addition of H2O (1 mL) and extract with EtOAc. Dry the organic phase over Na2SO4. Filter and concentrate the filtrate under reduced pressure. Purify the resulting material via silica gel flash column chromatography (12 g), using a gradient of 10%-50% of EtOAc in petroleum... The reactants are [BH4-], O=C([O-])O, CCO, [Na+], [Na+], O=C1CN(Cc2ccccc2)CC(=O)N1CCCc1ccccc1. Yields the product O=C1CN(Cc2ccccc2)CC(O)N1CCCc1ccccc1. As a reaction SMILES: [BH4-:30].[C:1](=[O:2])([OH:3])[O-:4].[CH3:32][CH2:33][OH:34].[Na+:31].[Na+:5].[c:6]1([CH2:12][CH2:13][CH2:14][N:15]2[C:16](=[O:29])[CH2:17][N:18]([CH2:22][c:23]3[cH:24][cH:25][cH:26][cH:27][cH:28]3)[CH2:19][C:20]2=[O:21])[cH:7][cH:8][cH:9][cH:10][cH:11]1>>[c:6]1([CH2:12][CH2:13][CH2:14][N:15]2[C:16](=[O:29])[CH2:17][N:18]([CH2:22][c:23]3[cH:24][cH:25][cH:26][cH:27][cH:28]3)[CH2:19][CH:20]2[OH:21])[cH:7][cH:8][cH:9][cH:10][cH:11]1. Starting materials: NCCNCC1COC2=C(O1)C=CC=C2 (2-{N-(2-aminoethyl)]aminomethyl-2,3-dihydrobenzodioxin), C(C)(C)N(CC)C(C)C (diisopropylethylamine), CC1(C2CCC1(C(=O)C2)CS(=O)(=O)Cl)C ((-)-10-camphorsulfonyl chloride). The solvent is ClCCl (dichloromethane). Run at time 8 hour. Yields the product O1C(COC2=C1C=CC=C2)CNCCNS(=O)(=O)C[C@]21C(CC(CC2)C1(C)C)=O ((1R)-(-)-N-[2-[[(2,3-Dihydro-1,4-benzodioxin-2-yl)methyl]amino]ethyl]-7,7-dimethyl-2-oxobicyclo[2,2,1]heptane-1-methanesulfonamide). Isolated yield 42.7%. As a reaction SMILES: [NH2:1][CH2:2][CH2:3][NH:4][CH2:5][CH:6]1[O:11][C:10]2[CH:12]=[CH:13][CH:14]=[CH:15][C:9]=2[O:8][CH2:7]1.C(N(C(C)C)CC)(C)C.[CH3:25][C:26]1([CH3:39])[C:30]2([CH2:34][S:35](Cl)(=[O:37])=[O:36])[C:31]([CH2:33][CH:27]1[CH2:28][CH2:29]2)=[O:32]>ClCCl>[O:11]1[C:10]2[CH:12]=[CH:13][CH:14]=[CH:15][C:9]=2[O:8][CH2:7][CH:6]1[CH2:5][NH:4][CH2:3][CH2:2][NH:1][S:35]([CH2:34][C@@:30]12[C:26]([CH3:25])([CH3:39])[CH:27]([CH2:28][CH2:29]1)[CH2:33][C:31]2=[O:32])(=[O:37])=[O:36]. Reported procedure: To a solution of 2.1 g (10 mmole) of 2-{N-(2-aminoethyl)]aminomethyl-2,3-dihydrobenzodioxin and 1.3 g (10 mmole) of diisopropylethylamine in 100 ml of dichloromethane stored in an ice bath was added 1.8 g (7.2 mmole) (-)-10-camphorsulfonyl chloride. The mixture was allowed to stir overnight at room temperature. The reaction was next washed with saturated aqueous sodium bicarbonate, with saturated sodium chloride, dried over sodium sulfate, filtered and evaporated in vacuum. Column chromatography...